Dataset: the Open Reaction Database (ORD), a public repository of structured organic reaction records. Task: describe an organic reaction: reactants, conditions, products, and yield Reactants: B, ClCCl, ClCCl, [F-], [F-], [F-], COc1c(N)c(C#N)c(C)c(-c2ccccc2)c1F, O. The product is Cc1c(C#N)c(N)c(O)c(F)c1-c1ccccc1. RXN SMILES: [BH3:7].[CH2:1]([Cl:2])[Cl:3].[CH2:8]([Cl:9])[Cl:10].[F-:4].[F-:5].[F-:6].[NH2:11][c:12]1[c:13]([C:28]#[N:29])[c:14]([CH3:27])[c:15](-[c:21]2[cH:22][cH:23][cH:24][cH:25][cH:26]2)[c:16]([F:20])[c:17]1[O:18][CH3:19].[OH2:30]>>[NH2:11][c:12]1[c:13]([C:28]#[N:29])[c:14]([CH3:27])[c:15](-[c:21]2[cH:22][cH:23][cH:24][cH:25][cH:26]2)[c:16]([F:20])[c:17]1[OH:18]. Reactants: C(CCCCCC)N=C=O (heptyl isocyanate), CNC=1C=C(C=CC1)C1=CC=C(C=C1)\C=C(\C(=O)OCC)/CC (ethyl 2-[1-(3′-methylaminobiphenyl-4-yl)meth-(E)-ylidene]butyrate). Conditions: temperature 100 celsius. Yields the product C(CCCCCC)NC(N(C)C=1C=C(C=CC1)C1=CC=C(C=C1)\C=C(\C(=O)OCC)/CC)=O (ethyl 2-[1-[3′-(3-heptyl-1-methylureido)biphenyl-4-yl]meth-(E)-ylidene]butyrate). The yield is 97.0%. RXN SMILES: [CH2:1]([N:8]=[C:9]=[O:10])[CH2:2][CH2:3][CH2:4][CH2:5][CH2:6][CH3:7].[CH3:11][NH:12][C:13]1[CH:14]=[C:15]([C:19]2[CH:24]=[CH:23][C:22](/[CH:25]=[C:26](\[CH2:32][CH3:33])/[C:27]([O:29][CH2:30][CH3:31])=[O:28])=[CH:21][CH:20]=2)[CH:16]=[CH:17][CH:18]=1>>[CH2:1]([NH:8][C:9](=[O:10])[N:12]([C:13]1[CH:14]=[C:15]([C:19]2[CH:24]=[CH:23][C:22](/[CH:25]=[C:26](\[CH2:32][CH3:33])/[C:27]([O:29][CH2:30][CH3:31])=[O:28])=[CH:21][CH:20]=2)[CH:16]=[CH:17][CH:18]=1)[CH3:11])[CH2:2][CH2:3][CH2:4][CH2:5][CH2:6][CH3:7]. Reported procedure: 172 μL (1 mmol) of heptyl isocyanate are added to 214 mg (0.7 mmol) of ethyl 2-[1-(3′-methylaminobiphenyl-4-yl)meth-(E)-ylidene]butyrate. The reaction mixture is heated at 100° C. in an Emrys Optimizer microwave oven for 20 minutes. The residue is purified by chromatography on a column of silica eluted with a 70/30 heptane/ethyl acetate mixture. 306 mg (98%) of ethyl 2-[1-[3′-(3-heptyl-1-methylureido)biphenyl-4-yl]meth-(E)-ylidene]butyrate are obtained in the form of yellowish crystals. Reactants: CC=1C=C(CN2C(N(C(C2=O)CCCC2=CC=C(C=C2)OC)CCC)=O)C=CC1C (3-(3,4-dimethyl-benzyl)-5-[3-(4-methoxy-phenyl)-propyl]-1-propyl-imidazolidine-2,4-dione), solution, C[Mg]Br (methyl magnesium bromide), CCOCC (Et2O). The solvent is C1CCOC1 (THF). Reaction conditions: temperature 0 celsius, time 1 hour. The product is CC=1C=C(CN2C(N(C(=C2C)CCCC2=CC=C(C=C2)OC)CCC)=O)C=CC1C (1-(3,4-dimethyl-benzyl)-4-[3-(4-methoxy-phenyl)-propyl]-5-methyl-3-propyl-1,3-dihydro-imidazol-2-one). Yield: 100.0%. As a reaction SMILES: [CH3:1][C:2]1[CH:3]=[C:4]([CH:27]=[CH:28][C:29]=1[CH3:30])[CH2:5][N:6]1[C:10](=O)[CH:9]([CH2:12][CH2:13][CH2:14][C:15]2[CH:20]=[CH:19][C:18]([O:21][CH3:22])=[CH:17][CH:16]=2)[N:8]([CH2:23][CH2:24][CH3:25])[C:7]1=[O:26].[CH3:31][Mg]Br.CCOCC>C1COCC1>[CH3:1][C:2]1[CH:3]=[C:4]([CH:27]=[CH:28][C:29]=1[CH3:30])[CH2:5][N:6]1[C:10]([CH3:31])=[C:9]([CH2:12][CH2:13][CH2:14][C:15]2[CH:16]=[CH:17][C:18]([O:21][CH3:22])=[CH:19][CH:20]=2)[N:8]([CH2:23][CH2:24][CH3:25])[C:7]1=[O:26]. Procedure details: A 0° C. solution of 3-(3,4-dimethyl-benzyl)-5-[3-(4-methoxy-phenyl)-propyl]-1-propyl-imidazolidine-2,4-dione (0.155 g, 0.379 mmol) in THF (6 mL) was treated dropwise with a 3 molar solution of methyl magnesium bromide in Et2O (0.76 mL, 2.28 mmol) and then stirred at 0° C. under N2 for 1 h. The reaction was quenched with 1 N HCl (5 mL) and stirred at room temperature for 15 minutes to effect elimination and then was worked up extractively with EtOAc and water. The organic layer dried (MgSO4), and... Starting materials: [BH4-], CCO, Cc1ccccc1, O=Cc1ccccc1C1C=Cc2ccccc21, Nc1ccccc1, [Na+], O. Yields the product C1=CC(c2ccccc2CNc2ccccc2)c2ccccc21. RXN SMILES: [BH4-:25].[CH3:28][CH2:29][OH:30].[CH3:31][c:32]1[cH:33][cH:34][cH:35][cH:36][cH:37]1.[CH:1]1([c:10]2[c:11]([CH:12]=[O:13])[cH:14][cH:15][cH:16][cH:17]2)[CH:2]=[CH:3][c:4]2[cH:5][cH:6][cH:7][cH:8][c:9]21.[NH2:18][c:19]1[cH:20][cH:21][cH:22][cH:23][cH:24]1.[Na+:26].[OH2:27]>>[CH:1]1([c:10]2[c:11]([CH2:12][NH:18][c:19]3[cH:20][cH:21][cH:22][cH:23][cH:24]3)[cH:14][cH:15][cH:16][cH:17]2)[CH:2]=[CH:3][c:4]2[cH:5][cH:6][cH:7][cH:8][c:9]21. The reactants are C([O-])(O)=O.[Na+] (sodium bicarbonate), [N+](=O)([O-])CCCCC1=C(OCC(=O)O)C=CC=C1 ((4-nitro-butyl-phenoxy)-acetic acid), COC(C1=CC(=C(C=C1)N)N)=O (3,4-diaminobenzoic acid methyl ester), C(C)(=O)OCC (ethyl acetate). Solvent: C[Si](C)(C)OP(=O)=O (PPSE). Conditions: temperature 160 celsius. Product: COC(=O)C1=CC2=C(NC(=N2)COC2=CC=C(C=C2)[N+](=O)[O-])C=C1 (2-(4-nitro-phenoxymethyl)-1H-benzoimidazole-5-carboxylic acid methyl ester). Isolated yield 80.0%. As a reaction SMILES: [N+:1]([CH2:4][CH2:5][CH2:6]CC1C=CC=CC=1OCC(O)=O)([O-:3])=[O:2].[CH3:19][O:20][C:21](=[O:30])[C:22]1[CH:27]=[CH:26][C:25]([NH2:28])=[C:24]([NH2:29])[CH:23]=1.[C:31]([O:34][CH2:35][CH3:36])(=O)[CH3:32].[C:37](=O)(O)[O-].[Na+]>C[Si](OP(=O)=O)(C)C>[CH3:19][O:20][C:21]([C:22]1[CH:27]=[CH:26][C:25]2[NH:28][C:36]([CH2:35][O:34][C:31]3[CH:32]=[CH:37][C:4]([N+:1]([O-:3])=[O:2])=[CH:5][CH:6]=3)=[N:29][C:24]=2[CH:23]=1)=[O:30] |f:3.4|. Procedure: A mixture of (4-nitro-butyl-phenoxy)-acetic acid (50 mg, 0.25 mmol) and 3,4-diaminobenzoic acid methyl ester (59 mg, 0.35 mmol) in PPSE was heated at 160° C. for 4 h. At the end of the reaction period, the mixture was taken to ethyl acetate and neutralized with aqueous sodium bicarbonate. The organic layer was separated and the aqueous solution extracted with ethyl acetate. The combined extracts were dried over anhydrous MgSO4, filtered and the solvent was removed with rotary evaporator under re... Yield: 84.7%. Procedure details: A mixture of 4-Fluoro-3-nitroacetophenone (5 g, 27.3 mmol) and 3-(3-pyridyl)aniline (4.62 g, 27.2 mmol) in dry 1-methyl-2-pyrrolidone (10 ml) is stirred at 40-50° C. overnight. The resulting solid reaction mixture is suspended in ice water (50 ml) and made alkaline by addition of 1 M NaHCO3. The product is filtered off, washed with water and dried to yield 7.68 g 4-acetyl-2-nitro-N-(3-(3-pyridyl)phenyl)aniline (85%). RXN SMILES: [CH3:1][C:2]([C:4]1[CH:9]=[CH:8][C:7](F)=[C:6]([N+:11]([O-:13])=[O:12])[CH:5]=1)=[O:3].[N:14]1[CH:19]=[CH:18][CH:17]=[C:16]([C:20]2[CH:21]=[C:22]([CH:24]=[CH:25][CH:26]=2)[NH2:23])[CH:15]=1.C([O-])(O)=O.[Na+]>CN1CCCC1=O>[C:2]([C:4]1[CH:9]=[CH:8][C:7]([NH:23][C:22]2[CH:24]=[CH:25][CH:26]=[C:20]([C:16]3[CH:15]=[N:14][CH:19]=[CH:18][CH:17]=3)[CH:21]=2)=[C:6]([N+:11]([O-:13])=[O:12])[CH:5]=1)(=[O:3])[CH3:1] |f:2.3|. The product is C(C)(=O)C1=CC(=C(NC2=CC(=CC=C2)C=2C=NC=CC2)C=C1)[N+](=O)[O-] (4-acetyl-2-nitro-N-(3-(3-pyridyl)phenyl)aniline). The reactants are CC(=O)C1=CC(=C(C=C1)F)[N+](=O)[O-] (4-Fluoro-3-nitroacetophenone), N1=CC(=CC=C1)C=1C=C(N)C=CC1 (3-(3-pyridyl)aniline), C(=O)(O)[O-].[Na+] (NaHCO3). Run at temperature 45 celsius, time 8 hour. The solvent is ice water, CN1C(CCC1)=O (1-methyl-2-pyrrolidone). Product: C(CCC(=O)O)(=O)O.C(CC)(=O)N(C(=N)N)CC1=NC=CC=C1 (1-PROPIONYL-1-(2-PYRIDYLMETHYL)GUANIDINE SUCCINATE). Starting materials: [OH-].[Na+] (NaOH), S(=O)(=O)(O)O.N1=C(C=CC=C1)CNC(=N)N (2-pyridylmethyl guanidine sulfate), CC(=O)C (acetone), S(=O)(=O)([O-])[O-].[Na+].[Na+] (sodium sulfate), C(CC)(=O)Cl (propionyl chloride), CC(=O)C (acetone). Conditions: time 2 hour. As a reaction SMILES: [OH-:1].[Na+].S(O)(O)(=O)=O.[N:8]1[CH:13]=[CH:12][CH:11]=[CH:10][C:9]=1[CH2:14][NH:15][C:16]([NH2:18])=[NH:17].S([O-])([O-])(=O)=[O:20].[Na+].[Na+].[C:26](Cl)(=[O:29])[CH2:27][CH3:28].C[C:32](C)=[O:33]>>[C:26]([OH:29])(=[O:20])[CH2:27][CH2:28][C:32]([OH:33])=[O:1].[C:26]([N:15]([CH2:14][C:9]1[CH:10]=[CH:11][CH:12]=[CH:13][N:8]=1)[C:16]([NH2:18])=[NH:17])(=[O:29])[CH2:27][CH3:28] |f:0.1,2.3,4.5.6,9.10|. Reported procedure: A suspension of 8.00 g of 50% aqueous NaOH, 19.92 g of 2-pyridylmethyl guanidine sulfate and 100 ml of acetone is stirred for 31/2 hrs. at RT. 8 g of anhydrous sodium sulfate is added to the suspension and the reaction mixture stirred for 2 hrs. The reaction mixture is treated dropwise with a solution of 4.35 ml propionyl chloride in 100 ml acetone, stirred overnight at RT and filtered. The filtrate is evaporated in vacuo to a tan oil. The oil is dissolved in 100 ml of methylene chloride and the... Reactants: CC(=O)O[BH-](OC(C)=O)OC(C)=O, CC(C)=O, CC(Cl)Cl, Cl, NC(c1ccc(Cl)cc1)C(CCC(=O)O)c1ccc(F)c(Cl)c1, [Na+], CN(C)C=O. Yields the product CC(C)N1C(=O)CCC(c2ccc(F)c(Cl)c2)C1c1ccc(Cl)cc1. As a reaction SMILES: [C:1]([O:2][BH-:3]([O:4][C:5](=[O:6])[CH3:7])[O:8][C:9](=[O:10])[CH3:11])(=[O:12])[CH3:13].[CH3:39][C:40]([CH3:41])=[O:42].[Cl:43][CH:44]([Cl:45])[CH3:46].[ClH:15].[NH2:16][CH:17]([CH:18]([CH2:19][CH2:20][C:21](=[O:22])[OH:23])[c:24]1[cH:25][c:26]([Cl:31])[c:27]([F:30])[cH:28][cH:29]1)[c:32]1[cH:33][cH:34][c:35]([Cl:38])[cH:36][cH:37]1.[Na+:14].[O:47]=[CH:48][N:49]([CH3:50])[CH3:51]>>[N:16]1([CH:40]([CH3:39])[CH3:41])[CH:17]([c:32]2[cH:33][cH:34][c:35]([Cl:38])[cH:36][cH:37]2)[CH:18]([c:24]2[cH:25][c:26]([Cl:31])[c:27]([F:30])[cH:28][cH:29]2)[CH2:19][CH2:20][C:21]1=[O:23]. The reactants are ClC(=O)OC(C)Cl (1-chloroethyl chloroformate), C(C1=CC=CC=C1)N1CCC(=CC1)CNC(C(C1=CC=CC=C1)(O)C1CCCCC1)=O (N-(1-benzyl-1,2,3,6-tetrahydropyridin-4-yl)methyl-2-cyclohexyl-2-hydroxy-2-phenylacetamide). The solvent is C(Cl)Cl (methylene chloride), C(Cl)Cl (methylene chloride). The product is N1CCC(=CC1)CNC(C(C1=CC=CC=C1)(O)C1CCCCC1)=O (N-(1,2,3,6-tetrahydropyridin-4-yl)methyl-2-cyclohexyl-2-hydroxy-2-phenylacetamide). Yield: 16.1%. As a reaction SMILES: ClC(OC(Cl)C)=O.C([N:15]1[CH2:20][CH:19]=[C:18]([CH2:21][NH:22][C:23](=[O:38])[C:24]([CH:32]2[CH2:37][CH2:36][CH2:35][CH2:34][CH2:33]2)([OH:31])[C:25]2[CH:30]=[CH:29][CH:28]=[CH:27][CH:26]=2)[CH2:17][CH2:16]1)C1C=CC=CC=1>C(Cl)Cl>[NH:15]1[CH2:16][CH:17]=[C:18]([CH2:21][NH:22][C:23](=[O:38])[C:24]([CH:32]2[CH2:37][CH2:36][CH2:35][CH2:34][CH2:33]2)([OH:31])[C:25]2[CH:30]=[CH:29][CH:28]=[CH:27][CH:26]=2)[CH2:19][CH2:20]1. Reported procedure: A solution of 1-chloroethyl chloroformate (0.53 ml) in methylene chloride (5 ml) was added dropwise to a solution of N-(1-benzyl-1,2,3,6-tetrahydropyridin-4-yl)methyl-2-cyclohexyl-2-hydroxy-2-phenylacetamide (1.50 g) in methylene chloride (25 ml) below 7° C. After being refluxed for 1 hour, the reaction mixture was evaporated in vacuo. To the residue was added methanol (20 ml) and the mixture was refluxed for 1.5 hours. The reaction mixture was evaporated in vacuo, and to the residue was added 1... Reactants: [OH-].[Na+] (NaOH), CN(C=1C=C(C(=CC1)OC)NC(C)=O)C (N-(3-dimethylamino-6-methoxyphenyl)acetamide), Cl (HCl), O (water). The solvent is C(Cl)Cl (DCM), C1CCOC1 (THF). Run at time 10 minute. The product is C(C)NC=1C=C(C=CC1OC)N(C)C ([3-(Ethylamino)-4-methoxyphenyl]dimethylamine). The yield is 101.9%. As a reaction SMILES: [CH3:1][N:2]([CH3:15])[C:3]1[CH:4]=[C:5]([NH:11][C:12](=O)[CH3:13])[C:6]([O:9][CH3:10])=[CH:7][CH:8]=1.O.Cl.[OH-].[Na+]>C1COCC1.C(Cl)Cl>[CH2:12]([NH:11][C:5]1[CH:4]=[C:3]([N:2]([CH3:15])[CH3:1])[CH:8]=[CH:7][C:6]=1[O:9][CH3:10])[CH3:13] |f:3.4|. Reported procedure: N-(3-dimethylamino-6-methoxyphenyl)acetamide 26 (0.10 gm, 0.48 mmoles) was dissolved in 2 ml THF and stirred under argon at room temperature. Borane-methylsulfide complex (0.6 ml, 2.0M, 1.2 mmoles) was added by syringe. After 10 minutes at ambient temperature, the mixture was heated to reflux for 3 hours. After cooling to room temperature, 0.6 ml water was cautiously added with stirring 0.1 ml conc. HCl. After heating for 1 hour, 5 ml DCM and 0.3 ml 2N NaOH were added sequentially with vigorous ...